describe an organic reaction: reactants, conditions, products, and yield From a dataset of the Open Reaction Database (ORD), a public repository of structured organic reaction records. Reactants: CCOC(=O)c1[nH]c(C)c(C=O)c1C, CCO, Cl, [Na+], [OH-], O. Product: Cc1[nH]c(C(=O)O)c(C)c1C=O. RXN SMILES: [CH2:1]([CH3:2])[O:3][C:4](=[O:5])[c:6]1[nH:7][c:8]([CH3:14])[c:9]([CH:12]=[O:13])[c:10]1[CH3:11].[CH3:19][CH2:20][OH:21].[ClH:18].[Na+:16].[OH-:15].[OH2:17]>>[O:3]=[C:4]([OH:5])[c:6]1[nH:7][c:8]([CH3:14])[c:9]([CH:12]=[O:13])[c:10]1[CH3:11]. The reactants are [Br-], C[Mg+], CCOCC, O=Cc1cc2ccc(F)cc2nc1-c1ccccc1Cl, C1CCOC1. Product: CC(O)c1cc2ccc(F)cc2nc1-c1ccccc1Cl. Reaction SMILES: [Br-:26].[CH3:27][Mg+:28].[CH3:29][CH2:30][O:31][CH2:32][CH3:33].[Cl:1][c:2]1[c:3](-[c:8]2[n:9][c:10]3[cH:11][c:12]([F:20])[cH:13][cH:14][c:15]3[cH:16][c:17]2[CH:18]=[O:19])[cH:4][cH:5][cH:6][cH:7]1.[O:21]1[CH2:22][CH2:25][CH2:24][CH2:23]1>>[Cl:1][c:2]1[c:3](-[c:8]2[n:9][c:10]3[cH:11][c:12]([F:20])[cH:13][cH:14][c:15]3[cH:16][c:17]2[CH:18]([OH:19])[CH3:22])[cH:4][cH:5][cH:6][cH:7]1.